This data is from the Open Reaction Database (ORD), a public repository of structured organic reaction records. The task is: describe an organic reaction: reactants, conditions, products, and yield Starting materials: CO, C[O-], Cc1cn(-c2cccc3ncccc23)cc1C(=O)Cl, Cl, Cl, N=C(N)N, [Na+], O. Product: Cl, Cc1cn(-c2cccc3ncccc23)cc1C(=O)NC(=N)N. Reaction SMILES: [CH3:29][OH:30].[CH3:6][O-:7].[Cl:10][C:11](=[O:12])[c:13]1[cH:14][n:15](-[c:19]2[c:20]3[cH:21][cH:22][cH:23][n:24][c:25]3[cH:26][cH:27][cH:28]2)[cH:16][c:17]1[CH3:18].[ClH:1].[ClH:9].[NH2:2][C:3](=[NH:4])[NH2:5].[Na+:8].[OH2:31]>>[ClH:10].[NH:2]=[C:3]([NH:4][C:11](=[O:12])[c:13]1[cH:14][n:15](-[c:19]2[c:20]3[cH:21][cH:22][cH:23][n:24][c:25]3[cH:26][cH:27][cH:28]2)[cH:16][c:17]1[CH3:18])[NH2:5]. Starting materials: O=C([O-])[O-], CO, CC1(C)OB(c2ccc(N)cc2)OC1(C)C, ClCCl, COC(=O)CCCc1ccc(I)cc1, [Na+], [Na+], c1ccc(P(c2ccccc2)(c2ccccc2)[Pd](P(c2ccccc2)(c2ccccc2)c2ccccc2)(P(c2ccccc2)(c2ccccc2)c2ccccc2)P(c2ccccc2)(c2ccccc2)c2ccccc2)cc1. As a reaction SMILES: [C:31](=[O:32])([O-:33])[O-:34].[CH3:117][OH:118].[CH3:1][C:2]1([CH3:3])[C:4]([CH3:5])([CH3:6])[O:7][B:8]([c:9]2[cH:10][cH:11][c:12]([NH2:13])[cH:14][cH:15]2)[O:16]1.[Cl:114][CH2:115][Cl:116].[I:17][c:18]1[cH:19][cH:20][c:21]([CH2:24][CH2:25][CH2:26][C:27](=[O:28])[O:29][CH3:30])[cH:22][cH:23]1.[Na+:35].[Na+:36].[cH:37]1[cH:38][cH:39][c:40]([P:41]([Pd:42]([P:43]([c:44]2[cH:45][cH:46][cH:47][cH:48][cH:49]2)([c:50]2[cH:51][cH:52][cH:53][cH:54][cH:55]2)[c:56]2[cH:57][cH:58][cH:59][cH:60][cH:61]2)([P:62]([c:63]2[cH:64][cH:65][cH:66][cH:67][cH:68]2)([c:69]2[cH:70][cH:71][cH:72][cH:73][cH:74]2)[c:75]2[cH:76][cH:77][cH:78][cH:79][cH:80]2)[P:81]([c:82]2[cH:83][cH:84][cH:85][cH:86][cH:87]2)([c:88]2[cH:89][cH:90][cH:91][cH:92][cH:93]2)[c:94]2[cH:95][cH:96][cH:97][cH:98][cH:99]2)([c:100]2[cH:101][cH:102][cH:103][cH:104][cH:105]2)[c:106]2[cH:107][cH:108][cH:109][cH:110][cH:111]2)[cH:112][cH:113]1>>[c:9]1(-[c:18]2[cH:19][cH:20][c:21]([CH2:24][CH2:25][CH2:26][C:27](=[O:28])[O:29][CH3:30])[cH:22][cH:23]2)[cH:10][cH:11][c:12]([NH2:13])[cH:14][cH:15]1. The product is COC(=O)CCCc1ccc(-c2ccc(N)cc2)cc1.